From a dataset of the Open Reaction Database (ORD), a public repository of structured organic reaction records. describe an organic reaction: reactants, conditions, products, and yield Starting materials: COC(=O)COc1ccc(SCc2cccc(-c3ccc(C(F)(F)F)cn3)c2)c2c1CCC2, OCc1cccc(-c2ccc(C(F)(F)F)cn2)c1. The product is O=C(O)COc1ccc(SCc2cccc(-c3ccc(C(F)(F)F)cn3)c2)c2c1CCC2. Reaction SMILES: [CH3:19][O:20][C:21]([CH2:22][O:23][c:24]1[c:25]2[c:29]([c:30]([S:33][CH2:34][c:35]3[cH:36][c:37](-[c:41]4[n:42][cH:43][c:44]([C:47]([F:48])([F:49])[F:50])[cH:45][cH:46]4)[cH:38][cH:39][cH:40]3)[cH:31][cH:32]1)[CH2:28][CH2:27][CH2:26]2)=[O:51].[F:1][C:2]([F:3])([F:4])[c:5]1[cH:6][cH:7][c:8](-[c:9]2[cH:10][c:11]([CH2:12][OH:13])[cH:14][cH:15][cH:16]2)[n:17][cH:18]1>>[O:20]=[C:21]([CH2:22][O:23][c:24]1[c:25]2[c:29]([c:30]([S:33][CH2:34][c:35]3[cH:36][c:37](-[c:41]4[n:42][cH:43][c:44]([C:47]([F:48])([F:49])[F:50])[cH:45][cH:46]4)[cH:38][cH:39][cH:40]3)[cH:31][cH:32]1)[CH2:28][CH2:27][CH2:26]2)[OH:51]. Reactants: CC1=C(CC(=O)O)c2cc(C#N)ccc2C1=Cc1ccc(S(C)=O)cc1, CC(C)=O, O=C(OO)c1cccc(Cl)c1. Product: CC1=C(CC(=O)O)c2cc(C#N)ccc2C1=Cc1ccc(S(C)(=O)=O)cc1. As a reaction SMILES: [C:12](#[N:13])[c:14]1[cH:15][c:16]2[c:20]([cH:21][cH:22]1)[C:19](=[CH:23][c:24]1[cH:25][cH:26][c:27]([S:30](=[O:31])[CH3:32])[cH:28][cH:29]1)[C:18]([CH3:33])=[C:17]2[CH2:34][C:35](=[O:36])[OH:37].[CH3:38][C:39](=[O:40])[CH3:41].[Cl:1][c:2]1[cH:3][cH:4][cH:5][c:6]([C:7]([O:8][OH:10])=[O:9])[cH:11]1>>[O:9]=[S:30]([c:27]1[cH:26][cH:25][c:24]([CH:23]=[C:19]2[C:18]([CH3:33])=[C:17]([CH2:34][C:35](=[O:36])[OH:37])[c:16]3[cH:15][c:14]([C:12]#[N:13])[cH:22][cH:21][c:20]32)[cH:29][cH:28]1)(=[O:31])[CH3:32]. Starting materials: Cl (hydrochloric acid), C(C)(=O)SCC(C(=O)NC=1C=C(C(=O)OC)C=CC1N1CCCC1)CC1=CC=CC=C1 (Metyl 3-[(2-acetylthiomethyl-3-phenylpropionyl)-amino]-4-(1-pyrrolidinyl)benzoate), compound, [OH-].[Na+] (sodium hydroxide). Solvent: CO (methanol). Conditions: time 30 minute. The product is SCC(C(=O)NC=1C=C(C(=O)O)C=CC1N1CCCC1)CC1=CC=CC=C1 (3-[(2-mercaptomethyl-3-phenylpropionyl)amino]-4-(1-pyrrolidinyl)benzoic acid). Yield: 43.0%. Reaction SMILES: C([S:4][CH2:5][CH:6]([CH2:25][C:26]1[CH:31]=[CH:30][CH:29]=[CH:28][CH:27]=1)[C:7]([NH:9][C:10]1[CH:11]=[C:12]([CH:17]=[CH:18][C:19]=1[N:20]1[CH2:24][CH2:23][CH2:22][CH2:21]1)[C:13]([O:15]C)=[O:14])=[O:8])(=O)C.[OH-].[Na+].Cl>CO>[SH:4][CH2:5][CH:6]([CH2:25][C:26]1[CH:27]=[CH:28][CH:29]=[CH:30][CH:31]=1)[C:7]([NH:9][C:10]1[CH:11]=[C:12]([CH:17]=[CH:18][C:19]=1[N:20]1[CH2:24][CH2:23][CH2:22][CH2:21]1)[C:13]([OH:15])=[O:14])=[O:8] |f:1.2|. Procedure details: Metyl 3-[(2-acetylthiomethyl-3-phenylpropionyl)-amino]-4-(1-pyrrolidinyl)benzoate (compound of Example 14) (0.8 g) is dissolved in methanol (5 ml), and thereto is added 1 N aqueous sodium hydroxide solution (5.5 ml) under nitrogen, and the mixture is stirred at room temperature for 30 minutes. The reaction mixture is acidified with hydrochloric acid and purified by a medium pressure column chromatography with CHP-20P (eluant, water-acetonitrile). The fractions containing the desired compound are... Run in C1CCOC1 (THF). Procedure details: To a stirring solution of 5-amino-2-chlorobenzoic acid (880 mg, 5.1 mmol) in anhydrous THF (45 mL), 3-methylbenzoyl chloride (870 mg, 5.6 mmol) was added slowly. The mixture was stirred at room temperature under argon for overnight. The solvent was removed under reduced pressure and re-crystallized from chloroform to afford the title compound as a white solid (1.2 g, 80%). Reactants: NC=1C=CC(=C(C(=O)O)C1)Cl (5-amino-2-chlorobenzoic acid), CC=1C=C(C(=O)Cl)C=CC1 (3-methylbenzoyl chloride). Run at time 8 hour. Yields the product CC=1C=C(C(=O)NC=2C=CC(=C(C(=O)O)C2)Cl)C=CC1 (5-(3-Methylbenzamido)-2-Chlorobenzoic Acid). As a reaction SMILES: [NH2:1][C:2]1[CH:3]=[CH:4][C:5]([Cl:11])=[C:6]([CH:10]=1)[C:7]([OH:9])=[O:8].[CH3:12][C:13]1[CH:14]=[C:15]([CH:19]=[CH:20][CH:21]=1)[C:16](Cl)=[O:17]>C1COCC1>[CH3:12][C:13]1[CH:14]=[C:15]([CH:19]=[CH:20][CH:21]=1)[C:16]([NH:1][C:2]1[CH:3]=[CH:4][C:5]([Cl:11])=[C:6]([CH:10]=1)[C:7]([OH:9])=[O:8])=[O:17]. Isolated yield 81.2%. Starting materials: CN1C=C(C2=CC=CC=C12)C1C(NCCN1)=O (3-(1-methylindol-3-yl)-piperazin-2-one), C(C)OC1=C(OCC2CO2)C=CC=C1 (3-(2-ethoxyphenoxy)-1,2-epoxypropane). Solvent: C(CC(C)C)O (isoamyl alcohol). Reaction conditions: temperature 120 celsius, time 5 hour. Yields the product CN1C=C(C2=CC=CC=C12)C1C(NCCN1CC(CC1=C(C=CC=C1)OCC)O)=O (3-(1-methylindol-3-yl)-4-[3-(2-ethoxyphenyl)-2-hydroxyprop-1-yl]-piperazin-2-one). As a reaction SMILES: [CH3:1][N:2]1[C:10]2[C:5](=[CH:6][CH:7]=[CH:8][CH:9]=2)[C:4]([CH:11]2[NH:16][CH2:15][CH2:14][NH:13][C:12]2=[O:17])=[CH:3]1.C(O[C:21]1[CH:31]=[CH:30][CH:29]=[CH:28][C:22]=1[O:23][CH2:24][CH:25]1OC1)C>C(O)CC(C)C>[CH3:1][N:2]1[C:10]2[C:5](=[CH:6][CH:7]=[CH:8][CH:9]=2)[C:4]([CH:11]2[N:16]([CH2:21][CH:22]([OH:23])[CH2:28][C:21]3[CH:31]=[CH:30][CH:29]=[CH:28][C:22]=3[O:23][CH2:24][CH3:25])[CH2:15][CH2:14][NH:13][C:12]2=[O:17])=[CH:3]1. Reported procedure: 11.5 g (0.05 mol) of 3-(1-methylindol-3-yl)-piperazin-2-one, prepared in accordance with Example 34, are dissolved in 100 ml of isoamyl alcohol, 9.7 g (0.05 mol) of 3-(2-ethoxyphenoxy)-1,2-epoxypropane are added and the mixture is stirred for 5 hours at 120° C. The reaction mixture is evaporated in vacuo, the residue is dissolved in ethyl acetate, and the hydrochloride is precipitated by adding hydrochloric acid in ether. The product is filtered off with suction and dried. Reactants: NCCCC[C@@H](C(=O)OC(C)(C)C)NC(N[C@H](C(=O)OC(C)(C)C)CCC(=O)OC(C)(C)C)=O ((S)-di-tert-butyl 2-(3-((S)-6-amino-1-tert-butoxy-1-oxohexan-2-yl)ureido)pentanedioate), C(C)(C)(C)OC(CN(CCCCCCCCCCC(=O)O)CC=1N(C=CN1)CC(=O)OC(C)(C)C)=O (11-((2-tert-butoxy-2-oxoethyl)((1-(2-tert-butoxy-2-oxoethyl)-1H-imidazol-2-yl)methyl)amino)undecanoic acid), CCN=C=NCCCN(C)C (EDCI), C=1C=CC2=C(C1)N=NN2O (HOBt), CCN(C(C)C)C(C)C (DIPEA). Run in C(Cl)Cl (DCM). Yields the product C(C)(C)(C)OC(CN1C(=NC=C1)CN(CC(=O)OC(C)(C)C)CCCCCCCCCCC(NCCCC[C@H](NC(N[C@@H](CCC(=O)OC(C)(C)C)C(=O)OC(C)(C)C)=O)C(=O)OC(C)(C)C)=O)=O ((19S,23S)-tetra-tert-butyl 2-((1-(2-tert-butoxy-2-oxoethyl)-1H-imidazol-2-yl)methyl)-13,21-dioxo-2,14,20,22-tetraazapentacosane-1,19,23,25-tetracarboxylate). Isolated yield 64.8%. RXN SMILES: [NH2:1][CH2:2][CH2:3][CH2:4][CH2:5][C@H:6]([NH:14][C:15](=[O:34])[NH:16][C@@H:17]([CH2:25][CH2:26][C:27]([O:29][C:30]([CH3:33])([CH3:32])[CH3:31])=[O:28])[C:18]([O:20][C:21]([CH3:24])([CH3:23])[CH3:22])=[O:19])[C:7]([O:9][C:10]([CH3:13])([CH3:12])[CH3:11])=[O:8].[C:35]([O:39][C:40](=[O:70])[CH2:41][N:42]([CH2:56][C:57]1[N:58]([CH2:62][C:63]([O:65][C:66]([CH3:69])([CH3:68])[CH3:67])=[O:64])[CH:59]=[CH:60][N:61]=1)[CH2:43][CH2:44][CH2:45][CH2:46][CH2:47][CH2:48][CH2:49][CH2:50][CH2:51][CH2:52][C:53](O)=[O:54])([CH3:38])([CH3:37])[CH3:36].CCN=C=NCCCN(C)C.C1C=CC2N(O)N=NC=2C=1.CCN(C(C)C)C(C)C>C(Cl)Cl>[C:66]([O:65][C:63](=[O:64])[CH2:62][N:58]1[CH:59]=[CH:60][N:61]=[C:57]1[CH2:56][N:42]([CH2:43][CH2:44][CH2:45][CH2:46][CH2:47][CH2:48][CH2:49][CH2:50][CH2:51][CH2:52][C:53](=[O:54])[NH:1][CH2:2][CH2:3][CH2:4][CH2:5][C@@H:6]([C:7]([O:9][C:10]([CH3:13])([CH3:12])[CH3:11])=[O:8])[NH:14][C:15](=[O:34])[NH:16][C@H:17]([C:18]([O:20][C:21]([CH3:22])([CH3:23])[CH3:24])=[O:19])[CH2:25][CH2:26][C:27]([O:29][C:30]([CH3:33])([CH3:32])[CH3:31])=[O:28])[CH2:41][C:40]([O:39][C:35]([CH3:36])([CH3:37])[CH3:38])=[O:70])([CH3:69])([CH3:67])[CH3:68]. Procedure: A solution of (S)-di-tert-butyl 2-(3-((S)-6-amino-1-tert-butoxy-1-oxohexan-2-yl)ureido)pentanedioate (85 mg, 0.175 mmol), 11-((2-tert-butoxy-2-oxoethyl)((1-(2-tert-butoxy-2-oxoethyl)-1H-imidazol-2-yl)methyl)amino)undecanoic acid (89 mg, 0.175 mmol), EDCI (38 mg, 0.20 mmol), HOBt (26 mg, 0.20) and DIPEA (0.30 mL) in DCM (5.0 mL) was stirred at rt for 3 days. The reaction mixture was purified by biotage eluting with 1% to 10% MeOH in DCM to afford (19S,23S)-tetra-tert-butyl 2-((1-(2-tert-butoxy-2-... Reactants: CC[SiH](CC)CC, ClCCl, COCCn1cccc1C(O)c1ccc(N(C)S(=O)(=O)c2ccccc2)cc1. Reaction SMILES: [CH2:29]([SiH:30]([CH2:31][CH3:32])[CH2:33][CH3:34])[CH3:35].[Cl:36][CH2:37][Cl:38].[OH:1][CH:2]([c:3]1[n:4]([CH2:8][CH2:9][O:10][CH3:11])[cH:5][cH:6][cH:7]1)[c:12]1[cH:13][cH:14][c:15]([N:18]([S:19](=[O:20])(=[O:21])[c:22]2[cH:23][cH:24][cH:25][cH:26][cH:27]2)[CH3:28])[cH:16][cH:17]1>>[CH2:2]([c:3]1[n:4]([CH2:8][CH2:9][O:10][CH3:11])[cH:5][cH:6][cH:7]1)[c:12]1[cH:13][cH:14][c:15]([N:18]([S:19](=[O:20])(=[O:21])[c:22]2[cH:23][cH:24][cH:25][cH:26][cH:27]2)[CH3:28])[cH:16][cH:17]1. Yields the product COCCn1cccc1Cc1ccc(N(C)S(=O)(=O)c2ccccc2)cc1.